This data is from the Open Reaction Database (ORD), a public repository of structured organic reaction records. The task is: describe an organic reaction: reactants, conditions, products, and yield Starting materials: CCOCC (Ether), CC=1OC(=C(C1CO)C)C (2,4,5-trimethyl-3-hydroxymethyl furan), Br.C1(=CC=CC=C1)P(C1=CC=CC=C1)C1=CC=CC=C1 (triphenylphosphine hydrobromide). The solvent is ClCCl (dichloromethan), ClCCl (dichloromethane). Run at time 15 minute. Yields the product [Br-].CC=1OC(=C(C1C[P+](C1=CC=CC=C1)(C1=CC=CC=C1)C1=CC=CC=C1)C)C ((2,4,5-trimethyl-3-furyl) methyl triphenylphosphonium bromide). Yield: 75.2%. As a reaction SMILES: [CH3:1][C:2]1[O:3][C:4]([CH3:10])=[C:5]([CH3:9])[C:6]=1[CH2:7]O.[BrH:11].[C:12]1([P:18]([C:25]2[CH:30]=[CH:29][CH:28]=[CH:27][CH:26]=2)[C:19]2[CH:24]=[CH:23][CH:22]=[CH:21][CH:20]=2)[CH:17]=[CH:16][CH:15]=[CH:14][CH:13]=1.CCOCC>ClCCl>[Br-:11].[CH3:1][C:2]1[O:3][C:4]([CH3:10])=[C:5]([CH3:9])[C:6]=1[CH2:7][P+:18]([C:19]1[CH:20]=[CH:21][CH:22]=[CH:23][CH:24]=1)([C:25]1[CH:30]=[CH:29][CH:28]=[CH:27][CH:26]=1)[C:12]1[CH:13]=[CH:14][CH:15]=[CH:16][CH:17]=1 |f:1.2,5.6|. Procedure: 2,4,5-Trimethyl-3-carbethoxyfuran (40 g.) prepared in accordance with Helv. Chim. Acta., v. 15, 1112 (1932), was dissolved in ether (200 ml.) and added to a cooled slurry of lithium aluminum hydride (10 g.) in ether (200 ml.) After stirring a further 16 hours at room temperature a saturated, aqueous solution of sodium sulfate was added followed by the addition of magnesium sulfate (50 g.). The solids were filtered off and the solvents were concentrated to give crude alcohol, 2,4,5-trimethyl-3-hy... Yield: 91.7%. Run in CCCCCC (hexane). Procedure: Diethyl 2-({[2-(trifluoromethyl)phenyl]amino}methylene)malonate (compound of formula (IV)), 69.73 g, 210.5 mmol) was taken into Dowtherm A (350 mL) and brought to reflux (˜250° C.) with the removal of ethanol that was formed during the reaction for 45 min. The reaction was allowed to cool to approximately 100° C. then carefully poured into hexane (1 L) and allowed to cool overnight. A white solid precipitated which was filtered and dried to afford the title compound as a white solid (55.04 g, 91... Reaction SMILES: [F:1][C:2]([F:23])([F:22])[C:3]1[CH:8]=[CH:7][CH:6]=[CH:5][C:4]=1[NH:9][CH:10]=[C:11]([C:17]([O:19][CH2:20][CH3:21])=[O:18])[C:12]([O:14]CC)=O.C1C=CC(C2C=CC=CC=2)=CC=1.C1C=CC(OC2C=CC=CC=2)=CC=1>CCCCCC>[CH2:20]([O:19][C:17]([C:11]1[CH:10]=[N:9][C:4]2[C:5]([C:12]=1[OH:14])=[CH:6][CH:7]=[CH:8][C:3]=2[C:2]([F:1])([F:22])[F:23])=[O:18])[CH3:21] |f:1.2|. The product is C(C)OC(=O)C=1C=NC2=C(C=CC=C2C1O)C(F)(F)F (4-Hydroxy-8-(trifluoromethyl)-3-quinolinecarboxylic acid ethyl ester). Run at temperature 250 celsius. Starting materials: FC(C1=C(C=CC=C1)NC=C(C(=O)OCC)C(=O)OCC)(F)F (Diethyl 2-({[2-(trifluoromethyl)phenyl]amino}methylene)malonate), C1=CC=C(C=C1)C2=CC=CC=C2.C1=CC=C(C=C1)OC2=CC=CC=C2 (Dowtherm A). Starting materials: [OH-].[Na+] (NaOH), IC1=C(C(=C(C(=C1C(=O)NCCO)I)C(=O)NC(CO)CO)I)NC(=O)NC1=C(C(=C(C(=C1I)C(=O)NC(CO)CO)I)C(=O)NCCO)I (N,N'-bis[2,4,6-triiodo-3-(2-hydroxyethylaminocarbonyl)-5-(1,3-dihydroxyprop-2-ylaminocarbonyl)-phenyl]urea), BrCC(CO)O (bromopropane-2,3-diol). Run in O (water). Reaction conditions: time 4 day. Yields the product IC1=C(C(=C(C(=C1C(=O)NCCO)I)C(=O)NC(CO)CO)I)N(C(=O)NC1=C(C(=C(C(=C1I)C(=O)NC(CO)CO)I)C(=O)NCCO)I)CC(CO)O (N,N'-bis[2,4,6-triiodo-3-(2-hydroxyethylaminocarbonyl)-5-(1,3-dihydroxyprop-2-ylaminocarbonyl)-phenyl]-N-(2,3-dihydroxypropyl)urea). Isolated yield 14.0%. RXN SMILES: [I:1][C:2]1[C:7]([C:8]([NH:10][CH2:11][CH2:12][OH:13])=[O:9])=[C:6]([I:14])[C:5]([C:15]([NH:17][CH:18]([CH2:21][OH:22])[CH2:19][OH:20])=[O:16])=[C:4]([I:23])[C:3]=1[NH:24][C:25]([NH:27][C:28]1[C:33]([I:34])=[C:32]([C:35]([NH:37][CH:38]([CH2:41][OH:42])[CH2:39][OH:40])=[O:36])[C:31]([I:43])=[C:30]([C:44]([NH:46][CH2:47][CH2:48][OH:49])=[O:45])[C:29]=1[I:50])=[O:26].[OH-].[Na+].Br[CH2:54][CH:55]([OH:58])[CH2:56][OH:57]>O>[I:1][C:2]1[C:7]([C:8]([NH:10][CH2:11][CH2:12][OH:13])=[O:9])=[C:6]([I:14])[C:5]([C:15]([NH:17][CH:18]([CH2:21][OH:22])[CH2:19][OH:20])=[O:16])=[C:4]([I:23])[C:3]=1[N:24]([CH2:54][CH:55]([OH:58])[CH2:56][OH:57])[C:25]([NH:27][C:28]1[C:33]([I:34])=[C:32]([C:35]([NH:37][CH:38]([CH2:41][OH:42])[CH2:39][OH:40])=[O:36])[C:31]([I:43])=[C:30]([C:44]([NH:46][CH2:47][CH2:48][OH:49])=[O:45])[C:29]=1[I:50])=[O:26] |f:1.2|. Reported procedure: N,N'-bis[2,4,6-triiodo-3-(2-hydroxyethylaminocarbonyl)-5-(1,3-dihydroxyprop-2-ylaminocarbonyl)-phenyl]urea (0.25 g, 0.18 mmol) was dissolved in water (5 ml) followed by 2M aqueous NaOH (2.1 ml) and, after 5 min, bromopropane-2,3-diol (0.196 ml) was added. The solution was stirred for 4 days, neutralized with a strongly acidic cation exchange resin and evaporated to dryness. Purification by preparative HPLC gave 38 mg (14%) of the product as a white solid. MS (ESP, m/e): 1450 (M+). Reactants: C(C1=CC=CC=C1)Br (benzylbromide), COC([C@@H](N)CC1=CC=CC=C1)=O (phenylalanine methyl ester), C(C1=CC=CC=C1)=O (benzaldehyde), C[Si]([N-][Si](C)(C)C)(C)C.[Li+] (lithium hexamethyldisilazide). Yields the product COC([C@@H](N)CC1(CC=CC=C1)CC1=CC=CC=C1)=O (1-benzylphenylalanine methyl ester). Reaction SMILES: [CH3:1][O:2][C:3](=[O:13])[C@H:4]([CH2:6][C:7]1[CH:12]=[CH:11][CH:10]=[CH:9][CH:8]=1)[NH2:5].[CH:14](=O)[C:15]1[CH:20]=[CH:19][CH:18]=[CH:17][CH:16]=1.C[Si](C)(C)[N-][Si](C)(C)C.[Li+].C(Br)C1C=CC=CC=1>>[CH3:1][O:2][C:3](=[O:13])[C@H:4]([CH2:6][C:7]1([CH2:14][C:15]2[CH:20]=[CH:19][CH:18]=[CH:17][CH:16]=2)[CH:12]=[CH:11][CH:10]=[CH:9][CH2:8]1)[NH2:5] |f:2.3|. Procedure: The synthesis of the benzylphenylalanine methyl ester is described in Scheme II-29. The imine is formed by treating phenylalanine methyl ester with benzaldehyde followed by deprotonation with lithium hexamethyldisilazide to generate the anion and alkylation with benzylbromide to give 1-benzylphenylalanine methyl ester 115. ##STR38## Reactants: Cc1ccc(C2c3c(C)cc(C)c(C)c3OC2(C)C)cc1, CC#N, Cl, O=N[O-], Nc1ccc([N+](=O)[O-])cc1, [Na+], O. Yields the product Cc1ccc(C2c3c(C)c(N=Nc4ccc([N+](=O)[O-])cc4)c(C)c(C)c3OC2(C)C)cc1. Reaction SMILES: [CH3:15][C:16]1([CH3:35])[O:17][c:18]2[c:19]([c:28]([CH3:34])[cH:29][c:30]([CH3:33])[c:31]2[CH3:32])[CH:20]1[c:21]1[cH:22][cH:23][c:24]([CH3:27])[cH:25][cH:26]1.[CH3:36][C:37]#[N:38].[ClH:39].[N:11]([O-:12])=[O:13].[NH2:1][c:2]1[cH:3][cH:4][c:5]([N+:8]([O-:9])=[O:10])[cH:6][cH:7]1.[Na+:14].[OH2:40]>>[N:1]([c:2]1[cH:3][cH:4][c:5]([N+:8]([O-:9])=[O:10])[cH:6][cH:7]1)=[N:38][c:29]1[c:28]([CH3:34])[c:19]2[c:18]([c:31]([CH3:32])[c:30]1[CH3:33])[O:17][C:16]([CH3:15])([CH3:35])[CH:20]2[c:21]1[cH:22][cH:23][c:24]([CH3:27])[cH:25][cH:26]1. Starting materials: C1(=CC=CC=C1)N1N=C(C(=C1)Cl)C(F)(F)F (1-phenyl-3-trifluoromethyl-4-chloropyrazole), BrCN1S(C2=C(C1=O)C(=CC(=C2)OC)C(C)C)(=O)=O (2-bromomethyl-4-isopropyl-6-methoxy-1,2-benzisothiazol-3(2H)-one 1,1-dioxide), [F-].[K+] (KF), CN(C)C=O (DMF). Run in O (water). Product: C(C)(C)C1=CC(=CC2=C1C(N(S2(=O)=O)COC2=C(C(=NN2C2=CC=CC=C2)C(F)(F)F)Cl)=O)OC (4-isopropyl-6-methoxy-2-(1-phenyl-3-trifluoromethyl-4-chloropyrazol-5-yl-oxymethyl)-1,2-benzisothiazol-3(2H)-one 1,1-dioxide). The yield is 69.0%. Reaction SMILES: [C:1]1([N:7]2[CH:11]=[C:10]([Cl:12])[C:9]([C:13]([F:16])([F:15])[F:14])=[N:8]2)[CH:6]=[CH:5][CH:4]=[CH:3][CH:2]=1.Br[CH2:18][N:19]1[C:23](=[O:24])[C:22]2[C:25]([CH:31]([CH3:33])[CH3:32])=[CH:26][C:27]([O:29][CH3:30])=[CH:28][C:21]=2[S:20]1(=[O:35])=[O:34].[F-].[K+].CN(C=[O:42])C>O>[CH:31]([C:25]1[C:22]2[C:23](=[O:24])[N:19]([CH2:18][O:42][C:11]3[N:7]([C:1]4[CH:2]=[CH:3][CH:4]=[CH:5][CH:6]=4)[N:8]=[C:9]([C:13]([F:16])([F:15])[F:14])[C:10]=3[Cl:12])[S:20](=[O:35])(=[O:34])[C:21]=2[CH:28]=[C:27]([O:29][CH3:30])[CH:26]=1)([CH3:33])[CH3:32] |f:2.3|. Procedure: A mixture 1-phenyl-3-trifluoromethyl-4-chloropyrazole (524 mg; 2 mmol), 2-bromomethyl-4-isopropyl-6-methoxy-1,2-benzisothiazol-3(2H)-one 1,1-dioxide (696 mg, 2 mmol), and KF (232 mg; 4 mmol) in DMF (8 ml) was stirred at 20° C. for 16 hours and the mixture was diluted with water. The above mixture was extracted with methylene chloride (3×) and the organic layer was dried over sodium sulfate, and concentrated in vacuo. The white residue was recrystallized from methylene chloride/hexane and purifie... The product is BrC1=CC=C2C(=CC(OC2=C1)=O)C=1C=NC=CC1 (7-bromo-4-pyridin-3-yl-2H-chromen-2-one). Procedure details: Commercially available 7-hydroxy-4-(3-pyridyl)coumarin (1.48 g, 6.19 mmol) and triphenylphosphine dibromide (5.22 g, 12.4 mmol) are heated in a sand bath at 320-350° C. for 1.5 h. The cooled solid is taken up with ethanol (200 ml) and silica gel (100 g) and evaporated to dryness. Column chromatography (toluene/acetone; 80:20) affords 7-bromo-4-pyridin-3-yl-2H-chromen-2-one. Starting materials: OC1=CC=C2C(=CC(OC2=C1)=O)C=1C=NC=CC1 (7-hydroxy-4-(3-pyridyl)coumarin), [Br-].[Br-].C1(=CC=CC=C1)P(C1=CC=CC=C1)C1=CC=CC=C1 (triphenylphosphine dibromide). The solvent is C(C)O (ethanol). As a reaction SMILES: O[C:2]1[CH:11]=[C:10]2[C:5]([C:6]([C:13]3[CH:14]=[N:15][CH:16]=[CH:17][CH:18]=3)=[CH:7][C:8](=[O:12])[O:9]2)=[CH:4][CH:3]=1.[Br-:19].[Br-].C1(P(C2C=CC=CC=2)C2C=CC=CC=2)C=CC=CC=1>C(O)C>[Br:19][C:2]1[CH:11]=[C:10]2[C:5]([C:6]([C:13]3[CH:14]=[N:15][CH:16]=[CH:17][CH:18]=3)=[CH:7][C:8](=[O:12])[O:9]2)=[CH:4][CH:3]=1 |f:1.2.3|.